Dataset: the Open Reaction Database (ORD), a public repository of structured organic reaction records. Task: describe an organic reaction: reactants, conditions, products, and yield Reaction conditions: temperature 135 celsius, time 6 hour. Reactants: crude material, Cl (HCl), [OH-].[Na+] (NaOH), [OH-].[K+] (KOH), Cl[Sn]Cl (SnCl2), C(C1=CC=CC=C1)C1=CC2=C(N=C(S2)N)C=C1 (6-benzylbenzo[d]thiazol-2-amine), Cl (HCl), crude material, FC1=C(C(=O)Cl)C=CC(=C1)C=O (2-fluoro-4-formylbenzoyl chloride), CCN(C(C)C)C(C)C (Hunig's base). Yields the product C(C1=CC=CC=C1)C1=CC2=C(N=C(S2)C2=C(C=C(C=O)C=C2)F)C=C1 (4-(6-Benzylbenzo[d]thiazol-2-yl)-3-fluorobenzaldehyde). As a reaction SMILES: [OH-].[K+].[CH2:3]([C:10]1[CH:19]=[CH:18][C:13]2[N:14]=[C:15](N)[S:16][C:12]=2[CH:11]=1)[C:4]1[CH:9]=[CH:8][CH:7]=[CH:6][CH:5]=1.Cl.[F:21][C:22]1[CH:30]=[C:29]([CH:31]=[O:32])[CH:28]=[CH:27][C:23]=1C(Cl)=O.CCN(C(C)C)C(C)C.Cl[Sn]Cl.[OH-].[Na+]>O.C1COCC1.CCOC(C)=O.CCO.C(O)CO>[CH2:3]([C:10]1[CH:19]=[CH:18][C:13]2[N:14]=[C:15]([C:23]3[CH:27]=[CH:28][C:29]([CH:31]=[O:32])=[CH:30][C:22]=3[F:21])[S:16][C:12]=2[CH:11]=1)[C:4]1[CH:9]=[CH:8][CH:7]=[CH:6][CH:5]=1 |f:0.1,7.8|. Solvent: O (water), CCO (EtOH), CCOC(=O)C (EtOAc), O (H2O), C(CO)O (ethylene glycol), C1CCOC1 (THF), C1CCOC1 (THF). Procedure details: A solution of 12.3 g KOH in H2O (15 mL) was mixed with ethylene glycol (8 mL). 6-benzylbenzo[d]thiazol-2-amine (3.00 g, 12.5 mmol) was added to the mixture under N2 atmosphere. The mixture was stirred at 135° C. for 6 h, added to a 100 mL volume of ice and acidified to pH 6 using 5M aqueous HCl. The resulting suspension was extracted 2× with DCM. The organic layers were washed 1× with brine, dried over MgSO4, and evaporated to give beige solids (1.81 g, used without further purification). A solu...